Task: describe an organic reaction: reactants, conditions, products, and yield. Dataset: the Open Reaction Database (ORD), a public repository of structured organic reaction records The reactants are ice water, FC(C=1C=C(C=C(C1)C(F)(F)F)OB(O)O)(F)F (3,5-bis(trifluoromethyl)phenyl boric acid), BrC(=C)C(F)(F)F (2-bromo-3,3,3-trifluoropropene), C([O-])([O-])=O.[K+].[K+] (potassium carbonate). The reagents and catalysts are CC(C)C1=C(C(=CC=C1)C(C)C)N2C=CN(C2=[Pd])C3=C(C=CC=C3C(C)C)C(C)C.CC(C)C1=C(C(=CC=C1)C(C)C)N2C=CN(C2=[Pd])C3=C(C=CC=C3C(C)C)C(C)C.C1=CC=C2C(=O)C=CC(=O)C2=C1.C1=CC=C2C(=O)C=CC(=O)C2=C1 (1,3-bis(2,6-diisopropylphenyl)imidazol-2-ylidene(1,4-naphthoquinone)palladium(0) dimer). The solvent is O1CCCC1 (tetrahydrofuran), O (water). Reaction conditions: temperature 60 celsius, time 3 hour. The product is FC(C=1C=C(C=C(C1)C(F)(F)F)C(=C)C(F)(F)F)(F)F (3,5-Bis(trifluoromethyl)-1-[1-(trifluoromethyl)ethenyl]benzene). The yield is 97.3%. RXN SMILES: [F:1][C:2]([F:18])([F:17])[C:3]1[CH:4]=[C:5](OB(O)O)[CH:6]=[C:7]([C:9]([F:12])([F:11])[F:10])[CH:8]=1.Br[C:20]([C:22]([F:25])([F:24])[F:23])=[CH2:21].C(=O)([O-])[O-].[K+].[K+]>O1CCCC1.O.CC(C1C=CC=C(C(C)C)C=1N1C(=[Pd])N(C2C(C(C)C)=CC=CC=2C(C)C)C=C1)C.CC(C1C=CC=C(C(C)C)C=1N1C(=[Pd])N(C2C(C(C)C)=CC=CC=2C(C)C)C=C1)C.C1C=C2C(C(C=CC2=O)=O)=CC=1.C1C=C2C(C(C=CC2=O)=O)=CC=1>[F:1][C:2]([F:18])([F:17])[C:3]1[CH:4]=[C:5]([C:20]([C:22]([F:25])([F:24])[F:23])=[CH2:21])[CH:6]=[C:7]([C:9]([F:12])([F:11])[F:10])[CH:8]=1 |f:2.3.4,7.8.9.10|. Procedure details: To a stirred solution of 3,5-bis(trifluoromethyl)phenyl boric acid (20.0 g) in tetrahydrofuran (100 mL) and water (40 mL) was added 2-bromo-3,3,3-trifluoropropene (20.2 g) and potassium carbonate (30.0 g), followed by the addition of 1,3-bis(2,6-diisopropylphenyl)imidazol-2-ylidene(1,4-naphthoquinone)palladium(0) dimer (0.023 g). The reaction mixture was stirred at 60° C. for 3 hours under nitrogen atmosphere and then cooled to room temperature. The resulting mixture was poured into ice-water (1... The reactants are C(C1=CC=CC=C1)OC1=C(C=C(C=C1)C1=C(C=CC(=C1)OC)F)C=O (4-(benzyloxy)-2′-fluoro-5′-methoxy-[1,1′-biphenyl]-3-carbaldehyde), [H-].[Na+] (sodium hydride), CS(=O)(=O)[O-].CC(CC[P+](C1=CC=CC=C1)(C1=CC=CC=C1)C1=CC=CC=C1)(C)C ((3,3-dimethylbutyl) (triphenyl)phosphonium methanesulfonate), Cl (Hydrochloric acid). Solvent: C1CCOC1 (THF), C1CCOC1 (THF). Conditions: time 30 minute. Product: C(C1=CC=CC=C1)OC1=C(C=C(C=C1)C1=C(C=CC(=C1)OC)F)C=CCC(C)(C)C (4′-(benzyloxy)-3′-(4,4-dimethylpent-1-en-1-yl)-2-fluoro-5-methoxy-1,1′-biphenyl). As a reaction SMILES: [CH2:1]([O:8][C:9]1[CH:14]=[CH:13][C:12]([C:15]2[CH:20]=[C:19]([O:21][CH3:22])[CH:18]=[CH:17][C:16]=2[F:23])=[CH:11][C:10]=1[CH:24]=O)[C:2]1[CH:7]=[CH:6][CH:5]=[CH:4][CH:3]=1.[H-].[Na+].CS([O-])(=O)=O.[CH3:33][C:34]([CH3:57])([CH3:56])[CH2:35][CH2:36][P+](C1C=CC=CC=1)(C1C=CC=CC=1)C1C=CC=CC=1.Cl>C1COCC1>[CH2:1]([O:8][C:9]1[CH:14]=[CH:13][C:12]([C:15]2[CH:20]=[C:19]([O:21][CH3:22])[CH:18]=[CH:17][C:16]=2[F:23])=[CH:11][C:10]=1[CH:24]=[CH:36][CH2:35][C:34]([CH3:57])([CH3:56])[CH3:33])[C:2]1[CH:7]=[CH:6][CH:5]=[CH:4][CH:3]=1 |f:1.2,3.4|. Procedure details: To a solution of 4-(benzyloxy)-2′-fluoro-5′-methoxy-[1,1′-biphenyl]-3-carbaldehyde (1.40 g) in THF (10 mL) was added 60% sodium hydride (240 mg) at room temperature, and the mixture was stirred for 30 min. To the reaction mixture was added dropwise a solution of (3,3-dimethylbutyl) (triphenyl)phosphonium methanesulfonate (1.70 g) in THF (10 mL), and the mixture was stirred at 50° C. for 1 hr. 1N Hydrochloric acid was added and the mixture was extracted with ethyl acetate. The extract was washed ...